The task is: describe an organic reaction: reactants, conditions, products, and yield. This data is from the Open Reaction Database (ORD), a public repository of structured organic reaction records. Starting materials: CN(C(=O)CNC(=O)OC(C)(C)C)c1ccncc1, O=C(O)C(F)(F)F. The product is O=C(O)C(F)(F)F, CN(C(=O)CN)c1ccncc1. Reaction SMILES: [C:1]([O:2][C:3](=[O:4])[NH:7][CH2:8][C:9]([N:10]([c:11]1[cH:12][cH:13][n:14][cH:15][cH:16]1)[CH3:17])=[O:18])([CH3:5])([CH3:6])[CH3:19].[F:20][C:21]([C:22](=[O:23])[OH:24])([F:25])[F:26]>>[F:20][C:21]([C:22](=[O:23])[OH:24])([F:25])[F:26].[NH2:7][CH2:8][C:9]([N:10]([c:11]1[cH:12][cH:13][n:14][cH:15][cH:16]1)[CH3:17])=[O:18]. Starting materials: O (water), N1C=CC=C1 (pyrrole), ammonium salt, OCC(CO)(CO)CO (pentaerythritol), S(N)(O)(=O)=O (sulfamic acid). Reagents/catalysts: [Ni] (nickel), [Ni] (nickel). The solvent is CN(C)C=O (N,N,-dimethylformamide). Product: [NH4+].S(=O)(=O)([O-])[O-].S(=O)(=O)([O-])[O-].S(=O)(=O)([O-])[O-].S(=O)(=O)([O-])[O-].[NH4+].[NH4+].[NH4+].[NH4+].[NH4+].[NH4+].[NH4+] (tetrasulfate ammonium salt). Reaction SMILES: [OH:1]CC(CO)(CO)CO.[S:10](=[O:14])(=[O:13])([OH:12])[NH2:11].[NH:15]1C=CC=C1.[OH2:20]>CN(C=O)C.[Ni]>[NH4+:11].[S:10]([O-:12])([O-:20])(=[O:14])=[O:13].[S:10]([O-:12])([O-:1])(=[O:14])=[O:13].[S:10]([O-:12])([O-:20])(=[O:14])=[O:13].[S:10]([O-:12])([O-:20])(=[O:14])=[O:13].[NH4+:15].[NH4+:11].[NH4+:11].[NH4+:11].[NH4+:11].[NH4+:11].[NH4+:11] |f:6.7.8.9.10.11.12.13.14.15.16.17|. Reported procedure: Pentaerythrityl tetrasulfate ammonium salt is prepared from pentaerythritol and sulfamic acid in N,N,-dimethylformamide. A mixture of 5 grams of pyrrole and 5 grams of the ammonium salt in 200 ml. water is prepared and electropolymerized in a 8×7×4.5 cm reaction vessel wherein the cathode is a 15×5×0.025 cm nickel sheet. About 40 cm2 of the nickel sheet is immersed in the bath. The distance between electrodes is 4.5 centimeters. Electropolymerization is conducted at a current of 0.3 amperes for ... Starting materials: ( V ), O1C(C(=O)OC)C1CCCCCCCCCCCCCCC (methyl 2,3-epoxyoctadecanoate), C(C1=CC=CC=C1)N (benzylamine). The product is C(C1=CC=CC=C1)NC(C(=O)O)C(CCCCCCCCCCCCCCC)O (2-benzylamino-3-hydroxyoctadecanoic acid). Isolated yield 68.0%. Reaction SMILES: [O:1]1[CH:7]([CH2:8][CH2:9][CH2:10][CH2:11][CH2:12][CH2:13][CH2:14][CH2:15][CH2:16][CH2:17][CH2:18][CH2:19][CH2:20][CH2:21][CH3:22])[CH:2]1[C:3]([O:5]C)=[O:4].[CH2:23]([NH2:30])[C:24]1[CH:29]=[CH:28][CH:27]=[CH:26][CH:25]=1>>[CH2:23]([NH:30][CH:2]([CH:7]([OH:1])[CH2:8][CH2:9][CH2:10][CH2:11][CH2:12][CH2:13][CH2:14][CH2:15][CH2:16][CH2:17][CH2:18][CH2:19][CH2:20][CH2:21][CH3:22])[C:3]([OH:5])=[O:4])[C:24]1[CH:29]=[CH:28][CH:27]=[CH:26][CH:25]=1. Procedure: For preparation of racemic dihydrosphingosines, K. Sisido, et al., report in J. Org. Chem., Vol. 29, No. 9, pp. 2783-2784 (1964) a process comprising, for example, reacting methyl trans-2-octadecenoate with perbenzoic acid in chloroform to obtain methyl 2,3-epoxyoctadecanoate having formula (V'): ##STR3## whose planar structure is the same as that of the compound represented by formula (V) hereinafter described, hydrolyzing the ester (V'), cyclizing the resulting acid by reaction with benzylamin... The reactants are CCOC(=O)CP(=O)(OCC)OCC, CN(C)C=O, [H-], [Na+], O, O=Cc1cn(Cc2ccc(OCc3csc(-c4ccccc4)n3)cc2)nc1-c1cccs1. Product: CCOC(=O)C=Cc1cn(Cc2ccc(OCc3csc(-c4ccccc4)n3)cc2)nc1-c1cccs1. RXN SMILES: [CH2:35]([O:36][P:37]([O:38][CH2:39][CH3:40])(=[O:41])[CH2:43][C:44](=[O:45])[O:46][CH2:47][CH3:48])[CH3:42].[CH3:50][N:51]([CH3:52])[CH:53]=[O:54].[H-:1].[Na+:2].[OH2:49].[c:3]1(-[c:9]2[s:10][cH:11][c:12]([CH2:14][O:15][c:16]3[cH:17][cH:18][c:19]([CH2:20][n:21]4[n:22][c:23](-[c:28]5[s:29][cH:30][cH:31][cH:32]5)[c:24]([CH:26]=[O:27])[cH:25]4)[cH:33][cH:34]3)[n:13]2)[cH:4][cH:5][cH:6][cH:7][cH:8]1>>[c:3]1(-[c:9]2[s:10][cH:11][c:12]([CH2:14][O:15][c:16]3[cH:17][cH:18][c:19]([CH2:20][n:21]4[n:22][c:23](-[c:28]5[s:29][cH:30][cH:31][cH:32]5)[c:24]([CH:26]=[CH:43][C:44](=[O:45])[O:46][CH2:47][CH3:48])[cH:25]4)[cH:33][cH:34]3)[n:13]2)[cH:4][cH:5][cH:6][cH:7][cH:8]1. The reactants are CC(=O)N(c1ccc(Cl)cc1)C1CC(C)N(C(=O)c2ccc(O)cc2)c2ccccc21, CCOC(=O)N=NC(=O)OCC, c1ccc(P(c2ccccc2)c2ccccc2)cc1, c1ccccc1, CC(C)(CCO)n1ccnc1. Product: CC(=O)N(c1ccc(Cl)cc1)C1CC(C)N(C(=O)c2ccc(OCCC(C)(C)n3ccnc3)cc2)c2ccccc21. RXN SMILES: [Cl:31][c:32]1[cH:33][cH:34][c:35]([N:38]([C:39]([CH3:40])=[O:41])[CH:42]2[CH2:43][CH:44]([CH3:61])[N:45]([C:52]([c:53]3[cH:54][cH:55][c:56]([OH:59])[cH:57][cH:58]3)=[O:60])[c:46]3[cH:47][cH:48][cH:49][cH:50][c:51]32)[cH:36][cH:37]1.[O:62]=[C:63]([O:64][CH2:65][CH3:66])[N:67]=[N:68][C:69]([O:70][CH2:71][CH3:72])=[O:73].[c:12]1([P:13]([c:14]2[cH:15][cH:16][cH:17][cH:18][cH:19]2)[c:20]2[cH:21][cH:22][cH:23][cH:24][cH:25]2)[cH:26][cH:27][cH:28][cH:29][cH:30]1.[cH:74]1[cH:75][cH:76][cH:77][cH:78][cH:79]1.[n:1]1([C:6]([CH2:7][CH2:8][OH:9])([CH3:10])[CH3:11])[cH:2][n:3][cH:4][cH:5]1>>[n:1]1([C:6]([CH2:7][CH2:8][O:9][c:56]2[cH:55][cH:54][c:53]([C:52]([N:45]3[CH:44]([CH3:61])[CH2:43][CH:42]([N:38]([c:35]4[cH:34][cH:33][c:32]([Cl:31])[cH:37][cH:36]4)[C:39]([CH3:40])=[O:41])[c:51]4[c:46]3[cH:47][cH:48][cH:49][cH:50]4)=[O:60])[cH:58][cH:57]2)([CH3:10])[CH3:11])[cH:2][n:3][cH:4][cH:5]1. The reactants are CC([C@@H](C(=O)OC)N1C(C2=CC(=CC=C2C1)C1=CC=C(C=C1)NC(=O)C=1SC(=CN1)C1=CC=CC=C1)=O)C ((S)-Methyl 3-methyl-2-(1-oxo-6-(4-(5-phenylthiazole-2-carboxamido)phenyl)isoindolin-2-yl)butanoate), NC1=CC=C(C=C1)C1=CC=C2CN(C(C2=C1)=O)[C@H](C(=O)OC)C(C)C ((S)-Methyl 2-(6-(4-aminophenyl)-1-oxoisoindolin-2-yl)-3-methylbutanoate), C(#N)C(CC)(CC)C1=CC=C(C(=O)Cl)C=C1 (4-(3-cyanopentan-3-yl)benzoyl chloride). The product is C(#N)C(CC)(CC)C1=CC=C(C(=O)NC2=CC=C(C=C2)C2=CC=C3CN(C(C3=C2)=O)[C@H](C(=O)OC)C(C)C)C=C1 ((S)-Methyl 2-(6-(4-(4-(3-cyanopentan-3-yl)benzamido)phenyl)-1-oxoisoindolin-2-yl)-3-methylbutanoate). Yield: 49.0%. Reaction SMILES: [CH3:1][CH:2]([CH3:38])[C@H:3]([N:8]1[CH2:16][C:15]2[C:10](=[CH:11][C:12]([C:17]3[CH:22]=[CH:21][C:20]([NH:23][C:24](C4SC(C5C=CC=CC=5)=CN=4)=[O:25])=[CH:19][CH:18]=3)=[CH:13][CH:14]=2)[C:9]1=[O:37])[C:4]([O:6][CH3:7])=[O:5].NC1C=CC(C2C=C3C(CN([C@@H](C(C)C)C(OC)=O)C3=O)=CC=2)=CC=1.[C:64]([C:66]([C:71]1[CH:79]=[CH:78][C:74](C(Cl)=O)=[CH:73][CH:72]=1)([CH2:69][CH3:70])[CH2:67][CH3:68])#[N:65]>>[C:64]([C:66]([C:71]1[CH:72]=[CH:73][C:74]([C:24]([NH:23][C:20]2[CH:21]=[CH:22][C:17]([C:12]3[CH:11]=[C:10]4[C:15]([CH2:16][N:8]([C@@H:3]([CH:2]([CH3:38])[CH3:1])[C:4]([O:6][CH3:7])=[O:5])[C:9]4=[O:37])=[CH:14][CH:13]=3)=[CH:18][CH:19]=2)=[O:25])=[CH:78][CH:79]=1)([CH2:67][CH3:68])[CH2:69][CH3:70])#[N:65]. Procedure details: The compound of example 632 was prepared analogous to the compound of example 611 by reaction of compound of example 6 with 4-(3-cyanopentan-3-yl)benzoyl chloride.